From a dataset of the Open Reaction Database (ORD), a public repository of structured organic reaction records. describe an organic reaction: reactants, conditions, products, and yield The reactants are ClCCl, COc1cc(CCNC=O)cc2c1OCO2, O=P(Cl)(Cl)Cl. Product: COc1c2c(cc3c1OCO3)CCN=C2. Reaction SMILES: [CH2:22]([Cl:23])[Cl:24].[CH3:1][O:2][c:3]1[cH:4][c:5]([CH2:12][CH2:13][NH:14][CH:15]=[O:16])[cH:6][c:7]2[c:8]1[O:9][CH2:10][O:11]2.[P:17]([Cl:18])([Cl:19])([Cl:20])=[O:21]>>[CH3:1][O:2][c:3]1[c:4]2[c:5]([cH:6][c:7]3[c:8]1[O:9][CH2:10][O:11]3)[CH2:12][CH2:13][N:14]=[CH:15]2. The reactants are COC=1C=CC=C2CCC(CC12)NCCC (N-(8-methoxytetralin-2-yl)-N-propylamine), N1=CC(=C2N1C=CC=C2)CC(=O)O (3-pyrazolo[1,5-a]pyridinyl acetic acid). Yields the product COC=1C=CC=C2CCC(CC12)N(CCC=1C=NN2C1C=CC=C2)CCC (N-(8-Methoxytetralin-2-yl)-N-propyl-N-(3-pyrazolo[1,5-a]pyridinylethyl)amine). Reaction SMILES: [CH3:1][O:2][C:3]1[CH:4]=[CH:5][CH:6]=[C:7]2[C:12]=1[CH2:11][CH:10]([NH:13][CH2:14][CH2:15][CH3:16])[CH2:9][CH2:8]2.[N:17]1[N:21]2[CH:22]=[CH:23][CH:24]=[CH:25][C:20]2=[C:19]([CH2:26][C:27](O)=O)[CH:18]=1>>[CH3:1][O:2][C:3]1[CH:4]=[CH:5][CH:6]=[C:7]2[C:12]=1[CH2:11][CH:10]([N:13]([CH2:14][CH2:15][CH3:16])[CH2:27][CH2:26][C:19]1[CH:18]=[N:17][N:21]3[CH:22]=[CH:23][CH:24]=[CH:25][C:20]=13)[CH2:9][CH2:8]2. Procedure details: Synthesis works according to the preparation of A4-1 or A4-4 when using N-(8-methoxytetralin-2-yl)-N-propylamine (A2-1: R═OMe) and 3-pyrazolo[1,5-a]pyridinyl acetic acid (A3-13: R═OMe, Cy=3-pyrazolo[1,5-a]pyridinyl) (synthesis according to literature: Gmeiner, P. Arch Pharm 1988, Vol 321, p 517) and subsequent reaction according to the synthesis of A5-1. Starting materials: NC1=C(C=C(C#N)C=C1)[N+](=O)[O-] (4-Amino-3-nitrobenzonitrile), C(#N)C1=CC(=C(C=C1)N)N (4-cyano-1,2-phenylenediamine), ClC1=C(C=O)C=C(C=C1)[N+](=O)[O-] (2-chloro-5-nitrobenzaldehyde). Product: ClC1=C(C=C(C=C1)[N+](=O)[O-])C1=NC2=C(N1)C=CC(=C2)C#N (2-(2-chloro-5-nitro-phenyl)-1H-benzoimidazole-5-carbonitrile). As a reaction SMILES: NC1C=CC(C#N)=CC=1[N+]([O-])=O.[C:13]([C:15]1[CH:20]=[CH:19][C:18]([NH2:21])=[C:17]([NH2:22])[CH:16]=1)#[N:14].[Cl:23][C:24]1[CH:31]=[CH:30][C:29]([N+:32]([O-:34])=[O:33])=[CH:28][C:25]=1[CH:26]=O>>[Cl:23][C:24]1[CH:31]=[CH:30][C:29]([N+:32]([O-:34])=[O:33])=[CH:28][C:25]=1[C:26]1[NH:21][C:18]2[CH:19]=[CH:20][C:15]([C:13]#[N:14])=[CH:16][C:17]=2[N:22]=1. Reported procedure: 4-Amino-3-nitrobenzonitrile was reduced to 4-cyano-1,2-phenylenediamine as for compound 19. This was reacted with 2-chloro-5-nitrobenzaldehyde as described in route 1 step 4 to give 2-(2-chloro-5-nitro-phenyl)-1H-benzoimidazole-5-carbonitrile. The reactants are O=C(n1ccnc1)n1ccnc1, Cc1ccccc1, CCOC(C)=O, C=CCC(CNCCNc1cc(Cl)cc(Cl)c1)c1ccc(I)cc1. The product is C=CCC(CN1CCN(c2cc(Cl)cc(Cl)c2)C1=O)c1ccc(I)cc1. RXN SMILES: [C:25](=[O:26])([n:27]1[cH:28][cH:29][n:30][cH:31]1)[n:32]1[cH:33][cH:34][n:35][cH:36]1.[CH3:37][c:38]1[cH:39][cH:40][cH:41][cH:42][cH:43]1.[CH3:44][CH2:45][O:46][C:47]([CH3:48])=[O:49].[Cl:1][c:2]1[cH:3][c:4]([NH:9][CH2:10][CH2:11][NH:12][CH2:13][CH:14]([CH2:15][CH:16]=[CH2:17])[c:18]2[cH:19][cH:20][c:21]([I:24])[cH:22][cH:23]2)[cH:5][c:6]([Cl:8])[cH:7]1>>[Cl:1][c:2]1[cH:3][c:4]([N:9]2[CH2:10][CH2:11][N:12]([CH2:13][CH:14]([CH2:15][CH:16]=[CH2:17])[c:18]3[cH:19][cH:20][c:21]([I:24])[cH:22][cH:23]3)[C:25]2=[O:26])[cH:5][c:6]([Cl:8])[cH:7]1.